Dataset: the Open Reaction Database (ORD), a public repository of structured organic reaction records. Task: describe an organic reaction: reactants, conditions, products, and yield Starting materials: ClC=1C=NC=C(C1SC1=C(C=C(S1)C(=O)Cl)[N+](=O)[O-])Cl (5-[(3,5-dichloro-4-pyridyl)sulfanyl]-4-nitro-thiophene-2-carbonyl chloride), CSC1=CC=C(CN)C=C1 (4-methylthiobenzylamine). The product is ClC=1C=NC=C(C1SC1=C(C=C(S1)C(=O)NCC1=CC=C(C=C1)SC)[N+](=O)[O-])Cl (5-((3,5-dichloropyridin-4-yl)thio)-N-(4-(methylthio)benzyl)-4-nitrothiophene-2-carboxamide), solid. Yield: 19.0%. As a reaction SMILES: [Cl:1][C:2]1[CH:3]=[N:4][CH:5]=[C:6]([Cl:20])[C:7]=1[S:8][C:9]1[S:13][C:12]([C:14](Cl)=[O:15])=[CH:11][C:10]=1[N+:17]([O-:19])=[O:18].[CH3:21][S:22][C:23]1[CH:30]=[CH:29][C:26]([CH2:27][NH2:28])=[CH:25][CH:24]=1>>[Cl:1][C:2]1[CH:3]=[N:4][CH:5]=[C:6]([Cl:20])[C:7]=1[S:8][C:9]1[S:13][C:12]([C:14]([NH:28][CH2:27][C:26]2[CH:29]=[CH:30][C:23]([S:22][CH3:21])=[CH:24][CH:25]=2)=[O:15])=[CH:11][C:10]=1[N+:17]([O-:19])=[O:18]. Procedure details: Prepared according to the procedure described for example 70 from 5-[(3,5-dichloro-4-pyridyl)sulfanyl]-4-nitro-thiophene-2-carbonyl chloride (200 mg, 0.54 mmol) from above and 4-methylthiobenzylamine (99.0 mg, 0.65 mmol). The title compound was obtained as a solid (100 mg, 19% yield). 1H NMR (400 MHz, d6-DMSO) δ: 9.35 (1H, m), 8.98 (2H, s), 8.46 (1H, s), 7.22 (4H, m), 4.35 (2H, m), 2.34 (3H, s). MS m/z: 484.11, 486.14 [M+H]+. Reactants: C(C1=CC=CC=C1)N1CCC(CC1)NC1=NC=2C3=C(CCC2C=N1)C(=NN3C)C(=O)N (8-[(1-benzylpiperidin-4-yl)amino]-1-methyl-4,5-dihydro-1H-pyrazolo[4,3-h]quinazoline-3-carboxamide), C(=O)O (formic acid). Reagents/catalysts: [Pd] (palladium on charcoal). Run in C(C)O (ethanol). Reaction conditions: temperature 60 celsius, time 12 hour. The product is CN1N=C(C=2CCC=3C=NC(=NC3C21)NC2CCNCC2)C(=O)N (1-methyl-8-(piperidin-4-ylamino)-4,5-dihydro-1H-pyrazolo[4,3-h]quinazoline-3-carboxamide). The yield is 44.5%. As a reaction SMILES: C([N:8]1[CH2:13][CH2:12][CH:11]([NH:14][C:15]2[N:24]=[CH:23][C:22]3[CH2:21][CH2:20][C:19]4[C:25]([C:29]([NH2:31])=[O:30])=[N:26][N:27]([CH3:28])[C:18]=4[C:17]=3[N:16]=2)[CH2:10][CH2:9]1)C1C=CC=CC=1.C(O)=O>C(O)C.[Pd]>[CH3:28][N:27]1[C:18]2[C:17]3[N:16]=[C:15]([NH:14][CH:11]4[CH2:10][CH2:9][NH:8][CH2:13][CH2:12]4)[N:24]=[CH:23][C:22]=3[CH2:21][CH2:20][C:19]=2[C:25]([C:29]([NH2:31])=[O:30])=[N:26]1. Procedure: To a solution of 1 g (2.4 mmol) of 8-[(1-benzylpiperidin-4-yl)amino]-1-methyl-4,5-dihydro-1H-pyrazolo[4,3-h]quinazoline-3-carboxamide in 90 mL of absolute ethanol 1 g of palladium on charcoal 10% w and 30 mL of 98% formic acid were added. The resulting mixture was stirred at 60° C. for 12 hours. The catalyst was then filtered on celite and the filtrate evaporated. The crude was purified by chromatography on a silica gel column eluted with a mixture CH2Cl2MeOH-Et3N, giving 350 mg (45% yield) of t... Reactants: CO (methanol), C(C(=O)Cl)(=O)Cl (Oxalyl chloride), CC=1C=CC(=C(C1Cl)NC=2C=CC=CC2C(=O)[O-])Cl.[Na+] (meclomen), CN(C=O)C (dimethylformamide). The solvent is C(Cl)Cl (methylene chloride), C(Cl)Cl (methylene chloride). Run at temperature 0 celsius, time 90 minute. The product is ClC1=C(C(=CC=C1C)Cl)NC1=C(C(=O)OC)C=CC=C1 (Methyl 2-[(2,6-dichloro-3-methylphenyl)amino]-benzoate). Yield: 70.5%. RXN SMILES: [C:1](Cl)(=O)C(Cl)=O.[CH3:7][C:8]1[CH:9]=[CH:10][C:11]([Cl:25])=[C:12]([NH:15][C:16]2[CH:17]=[CH:18][CH:19]=[CH:20][C:21]=2[C:22]([O-:24])=[O:23])[C:13]=1[Cl:14].[Na+].CN(C)C=O.CO>C(Cl)Cl>[Cl:14][C:13]1[C:8]([CH3:7])=[CH:9][CH:10]=[C:11]([Cl:25])[C:12]=1[NH:15][C:16]1[CH:17]=[CH:18][CH:19]=[CH:20][C:21]=1[C:22]([O:24][CH3:1])=[O:23] |f:1.2|. Procedure: Oxalyl chloride (9.50 g, 74.8 mmol) in 20 ml of methylene chloride is added dropwise to a 0° C. suspension of meclomen (10.20 g, 34.4 mmol) and dimethylformamide (2.70 ml, 34.7 mmol) in 50 ml of methylene chloride. The clear yellow solution is stirred at 0° C. for 90 minutes then added by cannula to 110 ml of methanol at room temperature. The white suspension is stirred at room temperature overnight. The white solid is collected providing 7.52 g of product. The filtrate is concentrated and the r... Reactants: C(C)(C)(C)OC(=O)NC(C(=O)O)CN (2-tert-Butoxycarbonylamino-3-aminopropionic acid), CN(C=O)C (dimethylformamide), FC1=C(C=CC=C1)[N+](=O)[O-] (2-fluoronitrobenzene), C([O-])(O)=O.[Na+] (sodium bicarbonate). The solvent is O (water). Conditions: temperature 80 celsius. Yields the product C(C)(C)(C)OC(=O)N[C@H](C(=O)O)CNC1=C(C=CC=C1)[N+](=O)[O-] (2(S)-tert-Butoxycarbonylamino-3-(2-nitrophenyl-amino)-propionic acid). Isolated yield 79.3%. Reaction SMILES: [C:1]([O:5][C:6]([NH:8][CH:9]([CH2:13][NH2:14])[C:10]([OH:12])=[O:11])=[O:7])([CH3:4])([CH3:3])[CH3:2].F[C:16]1[CH:21]=[CH:20][CH:19]=[CH:18][C:17]=1[N+:22]([O-:24])=[O:23].C(=O)(O)[O-].[Na+].CN(C)C=O>O>[C:1]([O:5][C:6]([NH:8][C@@H:9]([CH2:13][NH:14][C:16]1[CH:21]=[CH:20][CH:19]=[CH:18][C:17]=1[N+:22]([O-:24])=[O:23])[C:10]([OH:12])=[O:11])=[O:7])([CH3:4])([CH3:3])[CH3:2] |f:2.3|. Procedure: 2-tert-Butoxycarbonylamino-3-aminopropionic acid (10 g, 49 mmol), 2-fluoronitrobenzene (5.7 ml, 54 mmol), and sodium bicarbonate (8.25 g, 98 mmol) was taken into 130 ml of dimethylformamide and heated at 80° C. for 18 hours. The reaction was evaporated in vacuo to give a viscous orange residue that was dissolved in 300 ml of water and extracted with diethyl ether (3×150 ml). The aqueous solution was acidified to pH 5 with 10% sodium hydrogen sulfate and extracted with ethyl acetate (3×250 ml). T... Reactants: Fc1ccc(Br)c(F)c1, O=C([O-])[O-], COC(=O)c1ccc(Cl)c(C(=O)c2ccc(N)cc2Cl)c1, Cc1ccccc1, [Cs+], [Cs+], CC(=O)[O-], CC(=O)[O-], [Pd+2], CC1(C)c2cccc(P(c3ccccc3)c3ccccc3)c2Oc2c(P(c3ccccc3)c3ccccc3)cccc21. Yields the product COC(=O)c1ccc(Cl)c(C(=O)c2ccc(Nc3ccc(F)cc3F)cc2Cl)c1. Reaction SMILES: [Br:1][c:2]1[c:3]([F:9])[cH:4][c:5]([F:8])[cH:6][cH:7]1.[C:73](=[O:74])([O-:75])[O-:76].[CH3:10][O:11][C:12]([c:13]1[cH:14][c:15]([C:20]([c:21]2[c:22]([Cl:28])[cH:23][c:24]([NH2:27])[cH:25][cH:26]2)=[O:29])[c:16]([Cl:19])[cH:17][cH:18]1)=[O:30].[CH3:79][c:80]1[cH:81][cH:82][cH:83][cH:84][cH:85]1.[Cs+:77].[Cs+:78].[O-:87][C:88]([CH3:89])=[O:90].[O-:91][C:92]([CH3:93])=[O:94].[Pd+2:86].[c:31]1([P:32]([c:33]2[cH:34][cH:35][cH:36][cH:37][cH:38]2)[c:39]2[c:40]3[c:64]([cH:65][cH:66][cH:67]2)[C:61]([CH3:62])([CH3:63])[c:43]2[c:42]([c:47]([P:48]([c:49]4[cH:50][cH:51][cH:52][cH:53][cH:54]4)[c:55]4[cH:56][cH:57][cH:58][cH:59][cH:60]4)[cH:46][cH:45][cH:44]2)[O:41]3)[cH:68][cH:69][cH:70][cH:71][cH:72]1>>[c:2]1([NH:27][c:24]2[cH:23][c:22]([Cl:28])[c:21]([C:20]([c:15]3[cH:14][c:13]([C:12]([O:11][CH3:10])=[O:30])[cH:18][cH:17][c:16]3[Cl:19])=[O:29])[cH:26][cH:25]2)[c:3]([F:9])[cH:4][c:5]([F:8])[cH:6][cH:7]1. Starting materials: ClC1=C(C(=CC(=C1)OCC1=CC=CC=C1)Cl)O (2,6-dichloro-4-phenylmethoxyphenol), BrCCCCCl (1-bromo-4-chlorobutane), C([O-])([O-])=O.[K+].[K+] (potassium carbonate), aqueous solution, [Cl-].[Na+] (sodium chloride). Solvent: CN(C)C=O (DMF). Reaction conditions: time 18 hour. Yields the product ClC1=C(C(=CC(=C1)OCC1=CC=CC=C1)Cl)OCCCCCl (1,3-dichloro-2-(4-chlorobutoxy)-5-(phenylmethoxy)benzene). Isolated yield 66.5%. RXN SMILES: [Cl:1][C:2]1[CH:7]=[C:6]([O:8][CH2:9][C:10]2[CH:15]=[CH:14][CH:13]=[CH:12][CH:11]=2)[CH:5]=[C:4]([Cl:16])[C:3]=1[OH:17].Br[CH2:19][CH2:20][CH2:21][CH2:22][Cl:23].C(=O)([O-])[O-].[K+].[K+].[Cl-].[Na+]>CN(C=O)C>[Cl:1][C:2]1[CH:7]=[C:6]([O:8][CH2:9][C:10]2[CH:15]=[CH:14][CH:13]=[CH:12][CH:11]=2)[CH:5]=[C:4]([Cl:16])[C:3]=1[O:17][CH2:19][CH2:20][CH2:21][CH2:22][Cl:23] |f:2.3.4,5.6|. Reported procedure: A stirred solution of 7.5 grams (0.028 mole) of 2,6-dichloro-4-phenylmethoxyphenol (known compound) and 3 mL (0.030 mole) of 1-bromo-4-chlorobutane in 225 mL of DMF was cooled in an ice bath, and 5.8 grams (0.042 mole) of potassium carbonate was added. Upon completion of addition, the reaction mixture was allowed to warm to ambient temperature as it stirred for about 18 hours. The reaction mixture was then poured into 1000 mL of an aqueous solution saturated with sodium chloride. The mixture was...